The task is: describe an organic reaction: reactants, conditions, products, and yield. This data is from the Open Reaction Database (ORD), a public repository of structured organic reaction records. Reactants: OO (H2O2), C1(=CC=CC=C1)\C=C\C1=CC=CC=C1 (trans-stilbene), Re2O7. Reagents/catalysts: O (water), [O-2].[O-2].[Mn+4] (manganese dioxide). The solvent is C1CCOC1 (THF), C1CCOC1 (THF). Conditions: time 10 hour. The product is C=1C=CC(=CC1)[C@@H]2[C@H](O2)C=3C=CC=CC3 (trans-stilbene oxide). The yield is 96.0%. Reaction SMILES: [C:1]1(/[CH:7]=[CH:8]/[C:9]2[CH:14]=[CH:13][CH:12]=[CH:11][CH:10]=2)[CH:6]=[CH:5][CH:4]=[CH:3][CH:2]=1.[OH:15]O>C1COCC1.O.[O-2].[O-2].[Mn+4]>[CH:4]1[CH:3]=[CH:2][C:1]([C@H:7]2[O:15][C@@H:8]2[C:9]2[CH:10]=[CH:11][CH:12]=[CH:13][CH:14]=2)=[CH:6][CH:5]=1 |f:4.5.6|. Procedure details: In a 25 mL scintillation vial equipped with a magnetic stirrer, trans-stilbene (1.80 g, 10 mmol) was placed followed by addition of 2.8 mL THF.6 To this solution was added BTSP (2.8 g, 15 mmol). The vial was immersed into ice/water bath. After 5 minutes Re2O7 (24 mg, 0.05 mmol) was added dropwise as a solution in 1.2 mL THF.7 The reaction turned yellow and was allowed to warm up to room temperature and stirred for 10 h. Upon completion, water (3 drops) was added followed by manganese dioxide (ca... The reactants are CCOC(C)=O, CCCCCC, Fc1ccccc1-c1[nH]nc(C(F)(F)F)c1Cl, COc1cc(N2CCN(C(=O)CCl)CC2)ccc1Cl, [K+], [K+], O=C([O-])[O-], CN(C)C=O. The product is COc1cc(N2CCN(C(=O)Cn3nc(C(F)(F)F)c(Cl)c3-c3ccccc3F)CC2)ccc1Cl. RXN SMILES: [C:48]([O:49][CH2:50][CH3:51])(=[O:52])[CH3:53].[CH3:54][CH2:55][CH2:56][CH2:57][CH2:58][CH3:59].[Cl:1][c:2]1[c:3]([C:14]([F:15])([F:16])[F:17])[n:4][nH:5][c:6]1-[c:7]1[c:8]([F:13])[cH:9][cH:10][cH:11][cH:12]1.[Cl:24][CH2:25][C:26](=[O:27])[N:28]1[CH2:29][CH2:30][N:31]([c:34]2[cH:35][c:36]([O:41][CH3:42])[c:37]([Cl:40])[cH:38][cH:39]2)[CH2:32][CH2:33]1.[K+:18].[K+:19].[O-:20][C:21]([O-:22])=[O:23].[O:43]=[CH:44][N:45]([CH3:46])[CH3:47]>>[Cl:1][c:2]1[c:3]([C:14]([F:15])([F:16])[F:17])[n:4][n:5]([CH2:25][C:26](=[O:27])[N:28]2[CH2:29][CH2:30][N:31]([c:34]3[cH:35][c:36]([O:41][CH3:42])[c:37]([Cl:40])[cH:38][cH:39]3)[CH2:32][CH2:33]2)[c:6]1-[c:7]1[c:8]([F:13])[cH:9][cH:10][cH:11][cH:12]1. Reactants: N1CCCC2=CC=CC=C12 (1,2,3,4-tetrahydroquinoline), C1(CC(CCC1)=O)=O (1,3-cyclohexanedione). Product: N1(CCCC2=CC=CC=C12)C1=CC(CCC1)=O (3-(1,2,3,4-Tetrahydro-1-quinolinyl)-2-cyclohexen-1-one). Isolated yield 15.6%. RXN SMILES: [NH:1]1[C:10]2[C:5](=[CH:6][CH:7]=[CH:8][CH:9]=2)[CH2:4][CH2:3][CH2:2]1.[C:11]1(=O)[CH2:16][CH2:15][CH2:14][C:13](=[O:17])[CH2:12]1>>[N:1]1([C:11]2[CH2:16][CH2:15][CH2:14][C:13](=[O:17])[CH:12]=2)[C:10]2[C:5](=[CH:6][CH:7]=[CH:8][CH:9]=2)[CH2:4][CH2:3][CH2:2]1. Procedure details: A mixture of 1,2,3,4-tetrahydroquinoline (5 g) and 1,3-cyclohexanedione (4.21 g) was heated at ca. 150° for 5 h. The cooled reaction mixture was purified by FCC eluting with ethyl acetate to give the title compound (1.33 g) as an oil, t.l.c. (ethyl acetate) Rf 0.34. The reactants are C(C)(C)N(C(C)C)CC (N,N-diisopropylethylamine), NC1=C2N=C(N(C2=NC(=N1)OCCOC)CC1=CC(=CC=C1)CN1CCCC1)O (6-Amino-2-(2-methoxy-ethoxy)-9-(3-pyrrolidin-1-ylmethyl-benzyl)-9H-purin-8-ol), C(C)OC(=O)Cl (Ethylchloroformate). The solvent is ClCCl (dichloromethane). Conditions: temperature 0 celsius, time 30 minute. Yields the product C(OC=1N(C2=NC(=NC(=C2N1)N)OCCOC)CC1=CC(=CC=C1)CN1CCCC1)(OCC)=O (9-(3-(pyrrolidin-1-ylmethyl)benzyl)-6-amino-2-(2-methoxyethoxy)-9H-purin-8-yl ethyl carbonate). Yield: 34.0%. RXN SMILES: [NH2:1][C:2]1[N:10]=[C:9]([O:11][CH2:12][CH2:13][O:14][CH3:15])[N:8]=[C:7]2[C:3]=1[N:4]=[C:5]([OH:29])[N:6]2[CH2:16][C:17]1[CH:22]=[CH:21][CH:20]=[C:19]([CH2:23][N:24]2[CH2:28][CH2:27][CH2:26][CH2:25]2)[CH:18]=1.C(N(CC)C(C)C)(C)C.[CH2:39]([O:41][C:42](Cl)=[O:43])[CH3:40]>ClCCl>[C:42](=[O:43])([O:41][CH2:39][CH3:40])[O:29][C:5]1[N:6]([CH2:16][C:17]2[CH:22]=[CH:21][CH:20]=[C:19]([CH2:23][N:24]3[CH2:25][CH2:26][CH2:27][CH2:28]3)[CH:18]=2)[C:7]2[C:3]([N:4]=1)=[C:2]([NH2:1])[N:10]=[C:9]([O:11][CH2:12][CH2:13][O:14][CH3:15])[N:8]=2. Procedure details: 6-Amino-2-(2-methoxy-ethoxy)-9-(3-pyrrolidin-1-ylmethyl-benzyl)-9H-purin-8-ol (Example A) (60 mg, 0.15 mmol) was dissolved in dichloromethane (2 mL). N,N-diisopropylethylamine (0.1 mL) was added and the mixture was cooled to 0° C. Ethylchloroformate (0.04 mL, 0.42 mmol) was added. After stirring for 30 minutes, the reaction was quenched with water and concentrated under vacuum. Purification by preparative reverse phase HPLC (5-45% acetonitrile/40 mM aqueous HCl) gave 9-(3-(pyrrolidin-1-ylmethyl)... Starting materials: NC1=NC(=C(C(=N1)C)CC1=C(C=C(C(=O)OC)C=C1)F)NCCCCC (Methyl 4-((2-amino-4-methyl-6-(pentylamino)pyrimidin-5-yl)methyl)-3-fluorobenzoate), [H-].[Al+3].[Li+].[H-].[H-].[H-] (lithium aluminium hydride), [OH-].[Na+] (NaOH), CCOC(=O)C (EtOAc). Solvent: C1CCOC1 (THF), C1CCOC1 (THF). Conditions: time 2 hour. The product is NC1=NC(=C(C(=N1)C)CC1=C(C=C(C=C1)CO)F)NCCCCC ((4-((2-Amino-4-methyl-6-(pentylamino)pyrimidin-5-yl)methyl)-3-fluorophenyl)methanol). Yield: 60.6%. RXN SMILES: [NH2:1][C:2]1[N:7]=[C:6]([CH3:8])[C:5]([CH2:9][C:10]2[CH:19]=[CH:18][C:13]([C:14](OC)=[O:15])=[CH:12][C:11]=2[F:20])=[C:4]([NH:21][CH2:22][CH2:23][CH2:24][CH2:25][CH3:26])[N:3]=1.[H-].[Al+3].[Li+].[H-].[H-].[H-].CCOC(C)=O.[OH-].[Na+]>C1COCC1>[NH2:1][C:2]1[N:7]=[C:6]([CH3:8])[C:5]([CH2:9][C:10]2[CH:19]=[CH:18][C:13]([CH2:14][OH:15])=[CH:12][C:11]=2[F:20])=[C:4]([NH:21][CH2:22][CH2:23][CH2:24][CH2:25][CH3:26])[N:3]=1 |f:1.2.3.4.5.6,8.9|. Reported procedure: A solution of the product from step (iv) (1.52 g) in THF (30 mL) was added portionwise to a stirred solution of lithium aluminium hydride (1M in THF; 8.43 mL) in THF (30 mL) at 0° C. under nitrogen. The resulting mixture was stirred at rt for 2 h. EtOAc (10 mL) was added cautiously to the reaction mixture and the mixture added portionwise to 2M NaOH (100 mL). The mixture was stirred for 30 min and the aqueous solution was extracted with EtOAc. The combined organic phase was dried, filtered and e... Reactants: CCOC(=O)Cl, C=CCC(CCCCCC)C(=O)NC(C)c1cccc(OC)c1, CCCCCC, Cl, [H-], [Na+], CN(C)C=O. Product: C=CCC(CCCCCC)C(=O)N(C(=O)OCC)C(C)c1cccc(OC)c1. Reaction SMILES: [C:26]([O:27][CH2:28][CH3:29])(=[O:30])[Cl:31].[CH2:1]([CH:2]=[CH2:3])[CH:4]([C:5](=[O:6])[NH:7][CH:8]([CH3:9])[c:10]1[cH:11][c:12]([O:16][CH3:17])[cH:13][cH:14][cH:15]1)[CH2:18][CH2:19][CH2:20][CH2:21][CH2:22][CH3:23].[CH3:38][CH2:39][CH2:40][CH2:41][CH2:42][CH3:43].[ClH:32].[H-:24].[Na+:25].[O:33]=[CH:34][N:35]([CH3:36])[CH3:37]>>[CH2:1]([CH:2]=[CH2:3])[CH:4]([C:5](=[O:6])[N:7]([CH:8]([CH3:9])[c:10]1[cH:11][c:12]([O:16][CH3:17])[cH:13][cH:14][cH:15]1)[C:26]([O:27][CH2:28][CH3:29])=[O:30])[CH2:18][CH2:19][CH2:20][CH2:21][CH2:22][CH3:23].